This data is from the Open Reaction Database (ORD), a public repository of structured organic reaction records. The task is: describe an organic reaction: reactants, conditions, products, and yield Reactants: OC1=C(C=CC=C1)C(=O)/C(/C(=O)OC(C)(C)C)=C\C1=CC=C(C=C1)OC ((E)-tert-butyl 2-(2-hydroxyphenylcarbonyl)-3-(4-methoxyphenyl)prop-2-enoate), III. Reagents/catalysts: NC(=S)N (thiourea). Run in C1(=CC=CC=C1)C (toluene). Reaction conditions: time 48 hour. The product is COC1=CC=C(C=C1)[C@@H]1OC2=CC=CC=C2C(C1)=O ((R)-2-(4-methoxyphenyl)chroman-4-one). As a reaction SMILES: [OH:1][C:2]1[CH:7]=[CH:6][CH:5]=[CH:4][C:3]=1[C:8](/[C:10](=[CH:18]\[C:19]1[CH:24]=[CH:23][C:22]([O:25][CH3:26])=[CH:21][CH:20]=1)/C(OC(C)(C)C)=O)=[O:9]>NC(N)=S.C1(C)C=CC=CC=1>[CH3:26][O:25][C:22]1[CH:23]=[CH:24][C:19]([C@H:18]2[CH2:10][C:8](=[O:9])[C:3]3[C:2](=[CH:7][CH:6]=[CH:5][CH:4]=3)[O:1]2)=[CH:20][CH:21]=1. Procedure: Prepared according to general procedure using (E)-tert-butyl 2-(2-hydroxyphenylcarbonyl)-3-(4-methoxyphenyl)prop-2-enoate (35.0 mg, 0.10 mmol), thiourea catalyst III (7 mg, 0.01 mmol) in 1.0 mL toluene for 3 d at −25° C. After completion of reaction, 100 mL sample was withdrawn to determine ee of 3-tert-butylcarboxy-(4-methoxyphenyl)chromanone 12 (90% ee). Anhydrous MgBr2.OEt2 (170 mg) was added to the remaining solution and stirred at RT for 48 h. Purification via column chromatography with 10%... The reactants are C(C)(C)(C)OC(=O)N1CCC(CC1)Br (4-bromo-piperidine-1-carboxylic acid tert-butyl ester), C([O-])([O-])=O.[Cs+].[Cs+] (cesium carbonate), N1=C(C=CC=C1)C=1C(=C2N(N1)CCC2)C2=CC=NC1=CC(=CC=C21)O (4-(2-pyridin-2-yl-5,6-dihydro-4H-pyrrolo[1,2-b]pyrazol-3-yl)-quinolin-7-ol). Run in CN(C=O)C (N,N-dimethylformamide). Run at temperature 80 celsius. Yields the product C(C)(C)(C)OC(=O)N1CCC(CC1)OC1=CC=C2C(=CC=NC2=C1)C1=C2N(N=C1C1=NC=CC=C1)CCC2 (4-[4-(2-Pyridin-2-yl-5,6-dihydro-4H-pyrrolo[1,2-b]pyrazol-3-yl)-quinolin-7-yloxy]-piperidine-1-carboxylic acid tert-butyl ester). Reaction SMILES: [N:1]1[CH:6]=[CH:5][CH:4]=[CH:3][C:2]=1[C:7]1[C:8]([C:15]2[C:24]3[C:19](=[CH:20][C:21]([OH:25])=[CH:22][CH:23]=3)[N:18]=[CH:17][CH:16]=2)=[C:9]2[CH2:14][CH2:13][CH2:12][N:10]2[N:11]=1.[C:26]([O:30][C:31]([N:33]1[CH2:38][CH2:37][CH:36](Br)[CH2:35][CH2:34]1)=[O:32])([CH3:29])([CH3:28])[CH3:27].C(=O)([O-])[O-].[Cs+].[Cs+]>CN(C)C=O>[C:26]([O:30][C:31]([N:33]1[CH2:38][CH2:37][CH:36]([O:25][C:21]2[CH:20]=[C:19]3[C:24]([C:15]([C:8]4[C:7]([C:2]5[CH:3]=[CH:4][CH:5]=[CH:6][N:1]=5)=[N:11][N:10]5[CH2:12][CH2:13][CH2:14][C:9]=45)=[CH:16][CH:17]=[N:18]3)=[CH:23][CH:22]=2)[CH2:35][CH2:34]1)=[O:32])([CH3:29])([CH3:27])[CH3:28] |f:2.3.4|. Procedure details: To a suspension of 4-(2-pyridin-2-yl-5,6-dihydro-4H-pyrrolo[1,2-b]pyrazol-3-yl)-quinolin-7-ol (0.27 g, 0.84 mmol) in N,N-dimethylformamide (15 mL) is added 4-bromo-piperidine-1-carboxylic acid tert-butyl ester (0.29 mL, 2.28 mmol) and cesium carbonate (1.5 g, 4.57 mmol. The mixture is heated at 80° C. for 48 h and concentrated in vacuo. The residue is taken up in dichloromethane, washed with water and brine, dried over sodium sulfate, and concentrated in vacuo. Purification by flash chromatograp... RXN SMILES: [C:1]([C:4]1[CH:9]=[C:8]([O:10][CH2:11][CH2:12][CH3:13])[CH:7]=[CH:6][C:5]=1[NH:14][C:15](=O)[C:16]1[CH:21]=[CH:20][CH:19]=[N:18][CH:17]=1)(=[O:3])[NH2:2].[OH-].[Na+]>CCO>[CH2:11]([O:10][C:8]1[CH:9]=[C:4]2[C:5](=[CH:6][CH:7]=1)[NH:14][C:15]([C:16]1[CH:17]=[N:18][CH:19]=[CH:20][CH:21]=1)=[N:2][C:1]2=[O:3])[CH2:12][CH3:13] |f:1.2|. Run at time 18 hour. Yields the product C(CC)OC=1C=C2C(N=C(NC2=CC1)C=1C=NC=CC1)=O (6-Propoxy-2-pyridin-3-yl-1H-quinazolin-4-one). Reactants: C(N)(=O)C1=C(C=CC(=C1)OCCC)NC(C1=CN=CC=C1)=O (N-(2-carbamoyl-4-propoxy-phenyl)-nicotinamide), [OH-].[Na+] (NaOH). The solvent is CCO (EtOH). Procedure details: A mixture of N-(2-carbamoyl-4-propoxy-phenyl)-nicotinamide (980 mg, 3.27 mmol) in EtOH (20 mL) was treated with NaOH (654 mg, 16.37 mmol). The resulting mixture was stirred at room temperature for 18 h. After the reaction was completed, the volatiles were removed in vacuo. The residue was partitioned between H2O (50 mL) and ethyl acetate (50 mL). The aqueous layer was neutralized to pH 7 by slowly adding aq. citric acid and then a precipitate formed. The precipitate was collected and dried to gi...